From a dataset of the Open Reaction Database (ORD), a public repository of structured organic reaction records. describe an organic reaction: reactants, conditions, products, and yield Reactants: ClC=1N=C(C2=C(N1)C=C(S2)CN2CCNCC2)N2CCOCC2 (2-Chloro-4-morpholino-6-((piperazin-1-yl)methyl)thieno[3,2-d]pyrimidine), C(CO)(=O)O (glycolic acid). Yields the product ClC=1N=C(C2=C(N1)C=C(S2)CN2CCN(CC2)C(CO)=O)N2CCOCC2 (1-(4-((2-chloro-4-morpholinothieno[3,2-d]pyrimidin-6-yl)methyl)piperazin-1-yl)-2-hydroxyethanone). As a reaction SMILES: [Cl:1][C:2]1[N:3]=[C:4]([N:18]2[CH2:23][CH2:22][O:21][CH2:20][CH2:19]2)[C:5]2[S:10][C:9]([CH2:11][N:12]3[CH2:17][CH2:16][NH:15][CH2:14][CH2:13]3)=[CH:8][C:6]=2[N:7]=1.[C:24](O)(=[O:27])[CH2:25][OH:26]>>[Cl:1][C:2]1[N:3]=[C:4]([N:18]2[CH2:19][CH2:20][O:21][CH2:22][CH2:23]2)[C:5]2[S:10][C:9]([CH2:11][N:12]3[CH2:17][CH2:16][N:15]([C:25](=[O:26])[CH2:24][OH:27])[CH2:14][CH2:13]3)=[CH:8][C:6]=2[N:7]=1. Procedure details: 2-Chloro-4-morpholino-6-((piperazin-1-yl)methyl)thieno[3,2-d]pyrimidine (630 mg) was reacted with glycolic acid via General Procedure B to give 1-(4-((2-chloro-4-morpholinothieno[3,2-d]pyrimidin-6-yl)methyl)piperazin-1-yl)-2-hydroxyethanone. Starting materials: NC(=O)C1(CCN(CC1)C(=O)OC(C)(C)C)C(C)C (tert-butyl 4-(aminocarbonyl)-4-isopropylpiperidine-1-carboxylate), N1=C(Cl)N=C(Cl)N=C1Cl (cyanuric chloride). Run in O (water), C(C)(=O)OCC (ethyl acetate), CN(C=O)C (dimethylformamide). Product: C(#N)C1(CCN(CC1)C(=O)OC(C)(C)C)C(C)C (tert-Butyl 4-cyano-4-isopropylpiperidine-1-carboxylate). The yield is 99.7%. RXN SMILES: [NH2:1][C:2]([C:4]1([CH:17]([CH3:19])[CH3:18])[CH2:9][CH2:8][N:7]([C:10]([O:12][C:13]([CH3:16])([CH3:15])[CH3:14])=[O:11])[CH2:6][CH2:5]1)=O.N1C(Cl)=NC(Cl)=NC=1Cl>CN(C)C=O.O.C(OCC)(=O)C>[C:2]([C:4]1([CH:17]([CH3:19])[CH3:18])[CH2:9][CH2:8][N:7]([C:10]([O:12][C:13]([CH3:15])([CH3:14])[CH3:16])=[O:11])[CH2:6][CH2:5]1)#[N:1]. Reported procedure: To a solution of tert-butyl 4-(aminocarbonyl)-4-isopropylpiperidine-1-carboxylate (100 mg, 0.370 mmol) in dimethylformamide (2 ml) was added cyanuric chloride (34.1 mg, 0.185 mmol). After stirring over the weekend at room temperature, the mixture was diluted with 10 ml of water, and 20 ml of ethyl acetate. The phases were separated and the aqueous phase was extracted with ethyl acetate (2×15 ml). The combined organics were washed with 10 ml each of saturated sodium bicarbonate solution and brine... The reactants are CCCCCCCCCCCCCCCCNc1ccc(CCC(=O)Cl)cc1, CN(C)c1ccncc1, Cl, OCc1ccccn1. The product is CCCCCCCCCCCCCCCCNc1ccc(CCC(=O)OCc2ccccn2)cc1. As a reaction SMILES: [CH2:2]([CH2:3][CH2:4][CH2:5][CH2:6][CH2:7][CH2:8][CH2:9][CH2:10][CH2:11][CH2:12][CH2:13][CH2:14][CH2:15][CH2:16][CH3:17])[NH:18][c:19]1[cH:20][cH:21][c:22]([CH2:23][CH2:24][C:25](=[O:26])[Cl:27])[cH:28][cH:29]1.[CH3:38][N:39]([CH3:40])[c:41]1[cH:42][cH:43][n:44][cH:45][cH:46]1.[ClH:1].[n:30]1[c:31]([CH2:36][OH:37])[cH:32][cH:33][cH:34][cH:35]1>>[CH2:2]([CH2:3][CH2:4][CH2:5][CH2:6][CH2:7][CH2:8][CH2:9][CH2:10][CH2:11][CH2:12][CH2:13][CH2:14][CH2:15][CH2:16][CH3:17])[NH:18][c:19]1[cH:20][cH:21][c:22]([CH2:23][CH2:24][C:25](=[O:26])[O:37][CH2:36][c:31]2[n:30][cH:35][cH:34][cH:33][cH:32]2)[cH:28][cH:29]1. The reactants are NC1=C2N=C(N(C2=NC(=N1)S)CC1=CC=CC=C1)O (6-amino-9-benzyl-8-hydroxy-2-mercaptopurine), C([O-])([O-])=O.[K+].[K+] (potassium carbonate), BrCCC1=CC=CC=C1 (2-bromoethylbenzene). The solvent is CN(C=O)C (dimethylformamide). Run at time 4 hour. The product is NC1=C2N=C(N(C2=NC(=N1)SCCC1=CC=CC=C1)CC1=CC=CC=C1)O (6-Amino-9-benzyl-8-hydroxy-2-[(2-phenylethyl)thio]purine). The yield is 63.3%. RXN SMILES: [NH2:1][C:2]1[N:10]=[C:9]([SH:11])[N:8]=[C:7]2[C:3]=1[N:4]=[C:5]([OH:19])[N:6]2[CH2:12][C:13]1[CH:18]=[CH:17][CH:16]=[CH:15][CH:14]=1.C(=O)([O-])[O-].[K+].[K+].Br[CH2:27][CH2:28][C:29]1[CH:34]=[CH:33][CH:32]=[CH:31][CH:30]=1>CN(C)C=O>[NH2:1][C:2]1[N:10]=[C:9]([S:11][CH2:27][CH2:28][C:29]2[CH:34]=[CH:33][CH:32]=[CH:31][CH:30]=2)[N:8]=[C:7]2[C:3]=1[N:4]=[C:5]([OH:19])[N:6]2[CH2:12][C:13]1[CH:18]=[CH:17][CH:16]=[CH:15][CH:14]=1 |f:1.2.3|. Procedure: Crude 6-amino-9-benzyl-8-hydroxy-2-mercaptopurine (134 mg, 0.49 mmol) was suspended in dimethylformamide (60 ml). To the suspension were added potassium carbonate (100 mg, 0.72 mmol) and 2-bromoethylbenzene (0.10 ml, 0.73 mmol) in order. The mixture was stirred at room temperature for 4 hours. The solvent was removed in vacuo, and the residue was purified by silica gel chromatography (3% methanol/chloroform) to give the subject compound (117 mg, yield 63%).